Dataset: the Open Reaction Database (ORD), a public repository of structured organic reaction records. Task: describe an organic reaction: reactants, conditions, products, and yield Starting materials: CCOC(C)=O, Cl, Cc1cn(-c2ccc3c(N)ncnc3c2)c2c1C(=O)CC(C)(C)C2, O. Yields the product Cc1cn(-c2ccc3c(O)ncnc3c2)c2c1C(=O)CC(C)(C)C2. RXN SMILES: [C:27]([O:28][CH2:30][CH3:31])(=[O:29])[CH3:32].[ClH:25].[NH2:1][c:2]1[n:3][cH:4][n:5][c:6]2[cH:7][c:8](-[n:12]3[cH:13][c:14]([CH3:24])[c:15]4[c:20]3[CH2:19][C:18]([CH3:21])([CH3:22])[CH2:17][C:16]4=[O:23])[cH:9][cH:10][c:11]12.[OH2:26]>>[c:2]1([OH:29])[n:3][cH:4][n:5][c:6]2[cH:7][c:8](-[n:12]3[cH:13][c:14]([CH3:24])[c:15]4[c:20]3[CH2:19][C:18]([CH3:21])([CH3:22])[CH2:17][C:16]4=[O:23])[cH:9][cH:10][c:11]12. The reactants are Cl.[N+](=O)([O-])C=1C=C2CC(CC2=CC1)NCC1=CC=CC=C1 (5-nitro-2-(phenylmethyl)aminoindane hydrochloride), C([O-])([O-])=O.[K+].[K+] (potassium carbonate), CI (methyl iodide), O (water). Run in CN(C)C=O (DMF). Conditions: time 16 hour. Yields the product Cl.[N+](=O)([O-])C=1C=C2CC(C(C2=CC1)NCC1=CC=CC=C1)C (5-Nitro-2-(methyl)(phenylmethyl)aminoindane hydrochloride), hydrochloride salt. As a reaction SMILES: [ClH:1].[N+:2]([C:5]1[CH:6]=[C:7]2[C:11](=[CH:12][CH:13]=1)[CH2:10][CH:9]([NH:14][CH2:15][C:16]1[CH:21]=[CH:20][CH:19]=[CH:18][CH:17]=1)[CH2:8]2)([O-:4])=[O:3].[C:22](=O)([O-])[O-].[K+].[K+].CI.O>CN(C=O)C>[ClH:1].[N+:2]([C:5]1[CH:13]=[C:12]2[C:8](=[CH:7][CH:6]=1)[CH:9]([NH:14][CH2:15][C:16]1[CH:17]=[CH:18][CH:19]=[CH:20][CH:21]=1)[CH:10]([CH3:22])[CH2:11]2)([O-:4])=[O:3] |f:0.1,2.3.4,8.9|. Reported procedure: To 5-nitro-2-(phenylmethyl)aminoindane hydrochloride (2.29 g, 7.52 mmol) in DMF (100 ml) was added potassium carbonate (2.60 g, 18.80 mmol) followed by methyl iodide (0.47 ml, 7.52 mmol). The mixture was warmed to room temperature, stirred for 16 hr, dumped into water (400 ml), and extracted with ethyl acetate (3×100 ml). The combined extracts were washed with water, dried over magnesium sulfate, filtered through a small plug of silica gel and reduced to a syrup. The titled compound was isolated... Reactants: CC(=O)N(c1ccc(C)c(C)c1)C(C)C(=O)O, CC(=O)O, Cl. Yields the product Cl, Cc1ccc(NC(C)C(=O)O)cc1C. Reaction SMILES: [C:1](=[O:2])([CH3:3])[N:4]([CH:5]([CH3:6])[C:7](=[O:8])[OH:9])[c:10]1[cH:11][c:12]([CH3:17])[c:13]([CH3:16])[cH:14][cH:15]1.[CH3:19][C:20](=[O:21])[OH:22].[ClH:18]>>[ClH:18].[NH:4]([CH:5]([CH3:6])[C:7](=[O:8])[OH:9])[c:10]1[cH:11][c:12]([CH3:17])[c:13]([CH3:16])[cH:14][cH:15]1. Starting materials: CNc1cc(-c2c[nH]nc2-c2c(F)ccc(N(Cc3ccccc3)Cc3ccccc3)c2F)ccn1, Cc1ccccc1, O. Product: CNc1cc(-c2c[nH]nc2-c2c(F)ccc(N)c2F)ccn1. RXN SMILES: [CH2:1]([N:8]([CH2:2][c:3]1[cH:4][cH:5][cH:6][cH:7][cH:30]1)[c:9]1[c:10]([F:29])[c:11](-[c:16]2[n:17][nH:18][cH:19][c:20]2-[c:21]2[cH:22][c:23]([NH:27][CH3:28])[n:24][cH:25][cH:26]2)[c:12]([F:15])[cH:13][cH:14]1)[c:31]1[cH:32][cH:33][cH:34][cH:35][cH:36]1.[CH3:38][c:39]1[cH:40][cH:41][cH:42][cH:43][cH:44]1.[OH2:37]>>[NH2:8][c:9]1[c:10]([F:29])[c:11](-[c:16]2[n:17][nH:18][cH:19][c:20]2-[c:21]2[cH:22][c:23]([NH:27][CH3:28])[n:24][cH:25][cH:26]2)[c:12]([F:15])[cH:13][cH:14]1. The reactants are CCNC(=O)Nc1ccc(-c2nc3c(c(N4CCOCC4)n2)CCNC3)cc1, CN(C)C=O, Cc1ccccc1, CCN(C(C)C)C(C)C, CC(C)OC(=O)Cl. Product: CCNC(=O)Nc1ccc(-c2nc3c(c(N4CCOCC4)n2)CCN(C(=O)OC(C)C)C3)cc1. As a reaction SMILES: [CH2:1]([CH3:2])[NH:3][C:4](=[O:5])[NH:6][c:7]1[cH:8][cH:9][c:10](-[c:13]2[n:14][c:15]([N:23]3[CH2:24][CH2:25][O:26][CH2:27][CH2:28]3)[c:16]3[c:17]([n:18]2)[CH2:19][NH:20][CH2:21][CH2:22]3)[cH:11][cH:12]1.[CH3:29][N:30]([CH3:31])[CH:32]=[O:33].[CH3:50][c:51]1[cH:52][cH:53][cH:54][cH:55][cH:56]1.[CH:34]([N:35]([CH2:36][CH3:37])[CH:38]([CH3:39])[CH3:40])([CH3:41])[CH3:42].[Cl:43][C:44](=[O:45])[O:46][CH:47]([CH3:48])[CH3:49]>>[CH2:1]([CH3:2])[NH:3][C:4](=[O:5])[NH:6][c:7]1[cH:8][cH:9][c:10](-[c:13]2[n:14][c:15]([N:23]3[CH2:24][CH2:25][O:26][CH2:27][CH2:28]3)[c:16]3[c:17]([n:18]2)[CH2:19][N:20]([C:44](=[O:45])[O:46][CH:47]([CH3:48])[CH3:49])[CH2:21][CH2:22]3)[cH:11][cH:12]1. Reactants: CCCCCCCCCCCCCCCCCCOCC(O)COC(c1ccccc1)(c1ccccc1)c1ccccc1, CCOCC, O, Cc1ccc(S(=O)(=O)Cl)cc1, c1ccncc1. Product: CCCCCCCCCCCCCCCCCCOCC(COC(c1ccccc1)(c1ccccc1)c1ccccc1)OS(=O)(=O)c1ccc(C)cc1. RXN SMILES: [CH2:1]([CH2:2][CH2:3][CH2:4][CH2:5][CH2:6][CH2:7][CH2:8][CH2:9][CH2:10][CH2:11][CH2:12][CH2:13][CH2:14][CH2:15][CH2:16][CH2:17][CH3:18])[O:19][CH2:20][CH:21]([OH:22])[CH2:23][O:24][C:25]([c:26]1[cH:27][cH:28][cH:29][cH:30][cH:31]1)([c:32]1[cH:33][cH:34][cH:35][cH:36][cH:37]1)[c:38]1[cH:39][cH:40][cH:41][cH:42][cH:43]1.[CH3:55][CH2:56][O:57][CH2:58][CH3:59].[OH2:60].[c:44]1([CH3:54])[cH:45][cH:46][c:47]([S:50](=[O:51])(=[O:52])[Cl:53])[cH:48][cH:49]1.[cH:61]1[cH:62][cH:63][n:64][cH:65][cH:66]1>>[CH2:1]([CH2:2][CH2:3][CH2:4][CH2:5][CH2:6][CH2:7][CH2:8][CH2:9][CH2:10][CH2:11][CH2:12][CH2:13][CH2:14][CH2:15][CH2:16][CH2:17][CH3:18])[O:19][CH2:20][CH:21]([O:22][S:50]([c:47]1[cH:46][cH:45][c:44]([CH3:54])[cH:49][cH:48]1)(=[O:51])=[O:52])[CH2:23][O:24][C:25]([c:26]1[cH:27][cH:28][cH:29][cH:30][cH:31]1)([c:32]1[cH:33][cH:34][cH:35][cH:36][cH:37]1)[c:38]1[cH:39][cH:40][cH:41][cH:42][cH:43]1. The reactants are C(C)(=O)NC=1C=C(N(CC)CC)C=CC1N=NC1=C(C=C(C=C1[N+](=O)[O-])Br)Br (3-acetylamino-4-(2',4'-dibromo-6'-nitrophenylazo)-N,N-diethylaniline), C=NO (formaldoxime), N1=C(C=CC=C1C)C (2,6-lutidine), [N+](=O)([O-])C1=CC=CC=C1 (nitrobenzene). Reagents/catalysts: [Cu]I (copper (I) iodide). Run at temperature 90 celsius. The product is C(C)(=O)NC=1C=C(N(CC)CC)C=CC1N=NC1=C(C=C(C=C1[N+](=O)[O-])Br)C#N (3-acetylamino-4-(2'-cyano-4'-bromo-6'-nitrophenylazo)-N,N-diethylaniline). The yield is 18.3%. As a reaction SMILES: [C:1]([NH:4][C:5]1[CH:6]=[C:7]([CH:13]=[CH:14][C:15]=1[N:16]=[N:17][C:18]1[C:23]([N+:24]([O-:26])=[O:25])=[CH:22][C:21]([Br:27])=[CH:20][C:19]=1Br)[N:8]([CH2:11][CH3:12])[CH2:9][CH3:10])(=[O:3])[CH3:2].[CH2:29]=[N:30]O.N1C(C)=CC=CC=1C.[N+](C1C=CC=CC=1)([O-])=O>[Cu]I>[C:1]([NH:4][C:5]1[CH:6]=[C:7]([CH:13]=[CH:14][C:15]=1[N:16]=[N:17][C:18]1[C:23]([N+:24]([O-:26])=[O:25])=[CH:22][C:21]([Br:27])=[CH:20][C:19]=1[C:29]#[N:30])[N:8]([CH2:11][CH3:12])[CH2:9][CH3:10])(=[O:3])[CH3:2]. Procedure details: A stirred mixture of 3-acetylamino-4-(2',4'-dibromo-6'-nitrophenylazo)-N,N-diethylaniline (5.3 parts), copper (I) iodide (1.9 parts), formaldoxime trimer (1.8 parts), 2,6-lutidine (2.15 parts), and nitrobenzene (100 parts), was heated to 90° C. for 10 hours when thin layer chromatography showed reaction to be effectively complete. The mixture was filtered, cooled, and the solvent was removed by steam distillation. Crystallisation of the solid product from ethanol gave 3-acetylamino-4-(2'-cyano-4... The reactants are NC1=CC=C(C=N1)/C=C/C(=O)N(CC=1N(C2=CC=CC=C2C1)C)C ((E)-3-(6-aminopyridin-3-yl)-N-methyl-N-(1-methyl-1H-indol-2-ylmethyl)acrylamide), [H-].[Na+] (NaH), BrCC(C)(OC)OC (1-bromo-2,2-dimethoxy-propane). Solvent: CN(C)C=O (DMF). Reaction conditions: time 18 hour. Product: CN(C(\C=C\C=1C=NC(=CC1)NCC(C)=O)=O)CC=1N(C2=CC=CC=C2C1)C ((E)-N-methyl-N-(1-methyl-1H-indol-2-ylmethyl)-3-[6-(2-oxopropylamino)pyridin-3-yl]acrylamide). Isolated yield 9.6%. RXN SMILES: [NH2:1][C:2]1[N:7]=[CH:6][C:5](/[CH:8]=[CH:9]/[C:10]([N:12]([CH3:24])[CH2:13][C:14]2[N:15]([CH3:23])[C:16]3[C:21]([CH:22]=2)=[CH:20][CH:19]=[CH:18][CH:17]=3)=[O:11])=[CH:4][CH:3]=1.[H-].[Na+].Br[CH2:28][C:29](OC)([O:31]C)[CH3:30]>CN(C=O)C>[CH3:24][N:12]([CH2:13][C:14]1[N:15]([CH3:23])[C:16]2[C:21]([CH:22]=1)=[CH:20][CH:19]=[CH:18][CH:17]=2)[C:10](=[O:11])/[CH:9]=[CH:8]/[C:5]1[CH:6]=[N:7][C:2]([NH:1][CH2:28][C:29](=[O:31])[CH3:30])=[CH:3][CH:4]=1 |f:1.2|. Reported procedure: To a solution of (E)-3-(6-aminopyridin-3-yl)-N-methyl-N-(1-methyl-1H-indol-2-ylmethyl)acrylamide (0.12 g, 0.32 mmol), from Example 1, in DMF (1 mL) was added NaH (14 mg. 60% dispersion in oil, 0.35 mmol) and 1-bromo-2,2-dimethoxy-propane (0.05 mL, 0.37 mmol). After 18 h at RT, the reaction was complete by TLC analysis. The solvent was removed under vacuum and the residue was purified by reverse phase preparative HPLC (YMC CombiPrep® ODS-A, 10% to 90% CH3CN/H2O+0.1% TFA) to give the title compoun... Reactants: C(C)[O-].[Na+] (sodium ethanolate), C(C)OC(=O)C=1N=C2C3(CCC(CN2C(C1OC(C1=CC=CC=C1)=O)=O)CC3)OCCOC(C3=CC=CC=C3)=O (5-benzoyloxy-1-(2-benzoyloxy-ethoxy)-6-oxo-3,7-diazatricyclo[7.2.2.02,7]trideca-2,4-diene-4-carboxylic acid ethyl ester). Run in CCO (EtOH), CCO (EtOH), C1CCOC1 (THF), CCO (EtOH), C(C)(=O)OCC (ethyl acetate). Conditions: time 1 hour. Reaction SMILES: [CH2:1]([O:3][C:4]([C:6]1[N:7]=[C:8]2[N:14]([C:15](=[O:26])[C:16]=1[O:17]C(=O)C1C=CC=CC=1)[CH2:13][CH:12]1[CH2:27][CH2:28][C:9]2([O:29][CH2:30][CH2:31][O:32]C(=O)C2C=CC=CC=2)[CH2:10][CH2:11]1)=[O:5])[CH3:2].C([O-])C.[Na+]>C1COCC1.CCO.C(OCC)(=O)C>[CH2:1]([O:3][C:4]([C:6]1[N:7]=[C:8]2[N:14]([C:15](=[O:26])[C:16]=1[OH:17])[CH2:13][CH:12]1[CH2:27][CH2:28][C:9]2([O:29][CH2:30][CH2:31][OH:32])[CH2:10][CH2:11]1)=[O:5])[CH3:2] |f:1.2|. The product is C(C)OC(=O)C=1N=C2C3(CCC(CN2C(C1O)=O)CC3)OCCO (5-Hydroxy-1-(2-hydroxy-ethoxy)-6-oxo-3,7-diazatricyclo[7.2.2.02,7]trideca-2,4-diene-4-carboxylic acid ethyl ester). Isolated yield 62.9%. Reported procedure: At room temperature, to a cold (ice-cooling) and stirred solution of 5-benzoyloxy-1-(2-benzoyloxy-ethoxy)-6-oxo-3,7-diazatricyclo[7.2.2.02,7]trideca-2,4-diene-4-carboxylic acid ethyl ester (330 mg, 0.604 mmol) in THF (6 mL) and EtOH (3.00 mL) was added 21% sodium ethanolate in EtOH (0.676 mL, 1.81 mmol) diluted with EtOH (3 mL) and the mixture stirred under N2 for 1 h. The mixture was diluted with ethyl acetate (10 mL) and extracted with water (10 mL×2). The aqueous extracts were acidified with ...